This data is from the Open Reaction Database (ORD), a public repository of structured organic reaction records. The task is: describe an organic reaction: reactants, conditions, products, and yield Reactants: O=c1[nH]ccc(OCc2ccc(F)cc2)c1Br, CC(C)(C)OC(=O)NCc1cccc(CBr)c1, [K+], [K+], O=C([O-])[O-], CN(C)C=O. Yields the product CC(C)(C)OC(=O)NCc1cccc(Cn2ccc(OCc3ccc(F)cc3)c(Br)c2=O)c1. RXN SMILES: [Br:1][c:2]1[c:3](=[O:17])[nH:4][cH:5][cH:6][c:7]1[O:8][CH2:9][c:10]1[cH:11][cH:12][c:13]([F:16])[cH:14][cH:15]1.[C:24]([CH3:25])([CH3:26])([CH3:27])[O:28][C:29]([NH:30][CH2:31][c:32]1[cH:33][c:34]([CH2:38][Br:39])[cH:35][cH:36][cH:37]1)=[O:40].[K+:18].[K+:19].[O-:20][C:21]([O-:22])=[O:23].[O:41]=[CH:42][N:43]([CH3:44])[CH3:45]>>[Br:1][c:2]1[c:3](=[O:17])[n:4]([CH2:38][c:34]2[cH:33][c:32]([CH2:31][NH:30][C:29]([O:28][C:24]([CH3:25])([CH3:26])[CH3:27])=[O:40])[cH:37][cH:36][cH:35]2)[cH:5][cH:6][c:7]1[O:8][CH2:9][c:10]1[cH:11][cH:12][c:13]([F:16])[cH:14][cH:15]1. Starting materials: OBO, Fc1ccc2[nH]ncc2c1Br, CC(=O)[O-], CC(=O)[O-], [Cu+2], OB(O)c1ccc(OCc2ccccc2)c(F)c1, c1ccncc1. Yields the product Fc1cc(-n2ncc3c(Br)c(F)ccc32)ccc1OCc1ccccc1. Reaction SMILES: [BH:36]([OH:37])[OH:38].[Br:1][c:2]1[c:3]2[cH:4][n:5][nH:6][c:7]2[cH:8][cH:9][c:10]1[F:11].[C:39]([O-:40])(=[O:41])[CH3:42].[C:44]([O-:45])(=[O:46])[CH3:47].[Cu+2:43].[F:12][c:13]1[cH:14][c:15]([B:27]([OH:28])[OH:29])[cH:16][cH:17][c:18]1[O:19][CH2:20][c:21]1[cH:22][cH:23][cH:24][cH:25][cH:26]1.[cH:30]1[cH:31][cH:32][n:33][cH:34][cH:35]1>>[Br:1][c:2]1[c:3]2[cH:4][n:5][n:6](-[c:15]3[cH:14][c:13]([F:12])[c:18]([O:19][CH2:20][c:21]4[cH:22][cH:23][cH:24][cH:25][cH:26]4)[cH:17][cH:16]3)[c:7]2[cH:8][cH:9][c:10]1[F:11]. The reactants are C(C)(C)N1C2=NC(=NC(=C2N=C1)C=1C=NC(=NC1)N)N1CCOCC1 (5-(9-isopropyl-2-morpholin-4-yl-9H-purin-6-yl)-pyrimidin-2-ylamine), C1CC(=O)N(C1=O)Br (NBS). Solvent: C(Cl)(Cl)Cl (chloroform). Reaction conditions: time 2 hour. Yields the product BrC=1N(C2=NC(=NC(=C2N1)C=1C=NC(=NC1)N)N1CCOCC1)C(C)C (5-(8-bromo-9-isopropyl-2-morpholin-4-yl-9H-purin-6-yl)-pyrimidin-2-ylamine). The yield is 52.0%. Reaction SMILES: [CH:1]([N:4]1[CH:12]=[N:11][C:10]2[C:5]1=[N:6][C:7]([N:20]1[CH2:25][CH2:24][O:23][CH2:22][CH2:21]1)=[N:8][C:9]=2[C:13]1[CH:14]=[N:15][C:16]([NH2:19])=[N:17][CH:18]=1)([CH3:3])[CH3:2].C1C(=O)N([Br:33])C(=O)C1>C(Cl)(Cl)Cl>[Br:33][C:12]1[N:4]([CH:1]([CH3:3])[CH3:2])[C:5]2[C:10]([N:11]=1)=[C:9]([C:13]1[CH:14]=[N:15][C:16]([NH2:19])=[N:17][CH:18]=1)[N:8]=[C:7]([N:20]1[CH2:25][CH2:24][O:23][CH2:22][CH2:21]1)[N:6]=2. Procedure: To a solution of 5-(9-isopropyl-2-morpholin-4-yl-9H-purin-6-yl)-pyrimidin-2-ylamine, (1.03 g, 3.03 mmol) in 15 ml of chloroform, was added slowly NBS (594 mg, 3.34 mmol) at a temperature of 5° C. The reaction was continued for 2 h at this temperature. After simple work-up, the product 5-(8-bromo-9-isopropyl-2-morpholin-4-yl-9H-purin-6-yl)-pyrimidin-2-ylamine was purified by flash column (solvent system: 50% ethyl acetate in hexane) to deliver 5-(8-bromo-9-isopropyl-2-morpholin-4-yl-9H-purin-6-yl... Starting materials: CCNCC, CCN=C=NCCCN(C)C, CN(C)c1ccccn1, CN(C)C=O, Cl, [Na+], On1nnc2ccccc21, O=C([O-])O, O=C(O)C(c1ccccc1)N1CCCC(Nc2ccc3[nH]ncc3c2)C1. Yields the product CCN(CC)C(=O)C(c1ccccc1)N1CCCC(Nc2ccc3[nH]ncc3c2)C1. Reaction SMILES: [CH2:1]([CH3:2])[NH:3][CH2:4][CH3:5].[CH2:33]([N:34]=[C:35]=[N:36][CH2:37][CH2:38][CH2:39][N:40]([CH3:41])[CH3:42])[CH3:43].[CH3:54][N:55]([c:56]1[cH:57][cH:58][cH:59][cH:60][n:61]1)[CH3:62].[CH3:68][N:69]([CH3:70])[CH:71]=[O:72].[ClH:32].[Na+:63].[OH:44][n:45]1[c:46]2[cH:47][cH:48][cH:49][cH:50][c:51]2[n:52][n:53]1.[OH:64][C:65](=[O:66])[O-:67].[nH:6]1[n:7][cH:8][c:9]2[cH:10][c:11]([NH:15][CH:16]3[CH2:17][N:18]([CH:22]([C:23](=[O:24])[OH:25])[c:26]4[cH:27][cH:28][cH:29][cH:30][cH:31]4)[CH2:19][CH2:20][CH2:21]3)[cH:12][cH:13][c:14]12>>[CH2:1]([CH3:2])[N:3]([CH2:4][CH3:5])[C:23]([CH:22]([N:18]1[CH2:17][CH:16]([NH:15][c:11]2[cH:10][c:9]3[cH:8][n:7][nH:6][c:14]3[cH:13][cH:12]2)[CH2:21][CH2:20][CH2:19]1)[c:26]1[cH:27][cH:28][cH:29][cH:30][cH:31]1)=[O:25]. Starting materials: N[C@@H]1[C@@H](CCCC1)NC(C1=C(C=C(C=C1)C(F)(F)F)C1CC1)=O (cis-N-(2-amino-cyclohexyl)-2-cyclopropyl-4-trifluoromethyl-benzamide), N[C@@H]1[C@@H](CCCC1)NC(C1=C(C=C(C=C1)C(F)(F)F)C1CC1)=O (cis-N-(2-amino-cyclohexyl)-2-cyclopropyl-4-trifluoromethyl-benzamide), C1(CCCC1)=O (cyclopentanone). Product: C1(CCCC1)N[C@@H]1[C@@H](CCCC1)NC(C1=C(C=C(C=C1)C(F)(F)F)C1CC1)=O (cis-N-(2-Cyclopentylamino-cyclohexyl)-2-cyclopropyl-4-trifluoromethyl-benzamide). RXN SMILES: [NH2:1][C@H:2]1[CH2:7][CH2:6][CH2:5][CH2:4][C@H:3]1[NH:8][C:9](=[O:23])[C:10]1[CH:15]=[CH:14][C:13]([C:16]([F:19])([F:18])[F:17])=[CH:12][C:11]=1[CH:20]1[CH2:22][CH2:21]1.[C:24]1(=O)[CH2:28][CH2:27][CH2:26][CH2:25]1>>[CH:24]1([NH:1][C@H:2]2[CH2:7][CH2:6][CH2:5][CH2:4][C@H:3]2[NH:8][C:9](=[O:23])[C:10]2[CH:15]=[CH:14][C:13]([C:16]([F:18])([F:19])[F:17])=[CH:12][C:11]=2[CH:20]2[CH2:22][CH2:21]2)[CH2:28][CH2:27][CH2:26][CH2:25]1. Procedure: The title compound, yellow solid, MS: m/e=395.3 [(M+H)+], was prepared in accordance with the general method of example 11 from cis-N-(2-amino-cyclohexyl)-2-cyclopropyl-4-trifluoromethyl-benzamide (intermediate L) and cyclopentanone. Starting materials: COC=1C=C(C=CC1)C1NCCC1 (2-(3-methoxy-phenyl)-pyrrolidine), OC(C(=O)O)C1=CC=C(C=C1)Br (hydroxy-(4-bromo-phenyl)-acetic acid), BrC1=CC=C(C=C1)C(C(=O)N1C(CCC1)C1=CC(=CC=C1)OC)O (2-(4-Bromo-phenyl)-2-hydroxy-1-[2-(3-methoxy-phenyl)-pyrrolidin-1-yl]-ethanone). Solvent: xylenes. Yields the product BrC1=CC=C(C=C1)[C@@H]1CN2[C@H](C3=CC(=CC=C13)OCCCN1CCCCC1)CCC2 (Cis-6-(4-Bromo-phenyl)-9-(3-piperidin-1-yl-propoxy)-1,2,3,5,6,10b-hexahydro-pyrrolo[2,1-a]isoquinoline). Reaction SMILES: [Br:1][C:2]1[CH:7]=[CH:6][C:5]([CH:8](O)[C:9]([N:11]2[CH2:15][CH2:14][CH2:13][CH:12]2[C:16]2[CH:21]=[CH:20][CH:19]=[C:18]([O:22][CH3:23])[CH:17]=2)=O)=[CH:4][CH:3]=1.COC1C=[C:29]([CH:33]2C[CH2:36][CH2:35][NH:34]2)[CH:30]=[CH:31][CH:32]=1.OC(C1C=CC(Br)=CC=1)C(O)=O>>[Br:1][C:2]1[CH:7]=[CH:6][C:5]([C@H:8]2[C:21]3[C:16](=[CH:17][C:18]([O:22][CH2:23][CH2:36][CH2:35][N:34]4[CH2:33][CH2:29][CH2:30][CH2:31][CH2:32]4)=[CH:19][CH:20]=3)[C@@H:12]3[CH2:13][CH2:14][CH2:15][N:11]3[CH2:9]2)=[CH:4][CH:3]=1. Reported procedure: 2-(4-Bromo-phenyl)-2-hydroxy-1-[2-(3-methoxy-phenyl)-pyrrolidin-1-yl]-ethanone. A solution of 2-(3-methoxy-phenyl)-pyrrolidine (16.9 mmol, 1.0 equiv.) and hydroxy-(4-bromo-phenyl)-acetic acid (1.0 equiv.) in xylenes (0.2 M) was heated at reflux for 3 d under nitrogen. The bulk of the xylenes was removed by distillation and the residue was purified by chromatography (EtOAc/hexanes) to give the desired product as a mixture of diastereomers (3.66 g, 55%). MS: exact mass calcd for C19H20BrNO3, 389.1...